The task is: describe an organic reaction: reactants, conditions, products, and yield. This data is from the Open Reaction Database (ORD), a public repository of structured organic reaction records. RXN SMILES: [NH2:1][C:2]1[N:10]=[C:9]2[C:5]([N:6]=[CH:7][N:8]2[C@@H:11]2[O:16][C@H:15]([CH2:17][OH:18])[C@@H:13]([OH:14])[C@H:12]2[F:19])=[C:4](N)[N:3]=1.[C@@H]1(N2C3N=CN=C(N)C=3N=C2)O[C@H](CO)[C@@H](O)[C@H]1[OH:23]>O>[F:19][C@@H:12]1[C@H:13]([OH:14])[C@@H:15]([CH2:17][OH:18])[O:16][C@H:11]1[N:8]1[CH:7]=[N:6][C:5]2[C:4](=[O:23])[NH:3][C:2]([NH2:1])=[N:10][C:9]1=2. Reactants: NC1=NC(=C2N=CN(C2=N1)[C@H]1[C@@H]([C@H](O)[C@H](O1)CO)F)N (2,6-Diamino-9-(2-deoxy-2-fluoro-β-D-ribofuranosyl)-9H-purine), [C@@H]1([C@H](O)[C@H](O)[C@@H](CO)O1)N1C=NC=2C(N)=NC=NC12 (adenosine). Yields the product F[C@H]1[C@@H](O[C@@H]([C@H]1O)CO)N1C=2N=C(NC(C2N=C1)=O)N (9-(2-Deoxy-2-fluoro-β-D-ribofuranosyl)guanine). Solvent: O (water). Reaction conditions: temperature 4 celsius, time 4 day. Procedure: 2,6-Diamino-9-(2-deoxy-2-fluoro-β-D-ribofuranosyl)-9H-purine (0.20 g, 0.64 mmole), prepared as in Example 6, was dissolved in 15 ml of water. Calf intestinal adenosine deaminase (4 I.U., Boehringer Mannheim) was added and the solution incubated at 37° for 4 days. The solution was cooled to 4° C. After 3 hrs, the suspension was filtered to remove the first batch of product crystals. The volume of the filtrate was reduced under vacuum and the suspension cooled to 4° C. The suspension was filtered ...